From a dataset of the Open Reaction Database (ORD), a public repository of structured organic reaction records. describe an organic reaction: reactants, conditions, products, and yield As a reaction SMILES: [Ba+2:27].[C:30](=[O:31])([OH:32])[O-:33].[Cl:1][c:2]1[c:3]([C:4](=[O:5])[O:6][CH2:7][c:8]2[cH:9][cH:10][cH:11][cH:12][cH:13]2)[c:14]([F:25])[cH:15][cH:16][c:17]1[NH:18][S:19](=[O:20])(=[O:21])[CH2:22][CH2:23][CH3:24].[ClH:29].[Na+:34].[O:35]1[CH2:36][CH2:37][O:38][CH2:39][CH2:40]1.[OH-:26].[OH-:28].[OH2:41]>>[Cl:1][c:2]1[c:3]([C:4](=[O:5])[OH:6])[c:14]([F:25])[cH:15][cH:16][c:17]1[NH:18][S:19](=[O:20])(=[O:21])[CH2:22][CH2:23][CH3:24]. The reactants are [Ba+2], O=C([O-])O, CCCS(=O)(=O)Nc1ccc(F)c(C(=O)OCc2ccccc2)c1Cl, Cl, [Na+], C1COCCO1, [OH-], [OH-], O. The product is CCCS(=O)(=O)Nc1ccc(F)c(C(=O)O)c1Cl. The reactants are C(C)OC(CN1N=CC=2[C@@H](CCCC12)N(C)S(=O)(=O)C1=CC(=CC(=C1)C(F)(F)F)F)=O ({(R)-4-[(3-Fluoro-5-trifluoromethyl-benzenesulfonyl)-methyl-amino]-4,5,6,7-tetra-hydro-indazol-1-yl}-acetic acid ethyl ester), C(C)OC(CN1N=CC=2[C@@H](CCCC12)N(C)S(=O)(=O)C1=CC(=CC(=C1)C(F)(F)F)F)=O ({(R)-4-[(3-Fluoro-5-trifluoromethyl-benzenesulfonyl)-methyl-amino]-4,5,6,7-tetra-hydro-indazol-1-yl}-acetic acid ethyl ester), C1(CCCC1)S (cyclopentanethiol). The product is C(C)OC(CN1N=CC=2[C@@H](CCCC12)N(C)S(=O)(=O)C1=CC(=CC(=C1)C(F)(F)F)SC1CCCC1)=O ({(R)-4-[(3-Cyclopentylsulfanyl-5-trifluoromethyl-benzenesulfonyl)-methyl-amino]-4,5,6,7-tetrahydro-indazol-1-yl}-acetic acid ethyl ester). Yield: 83.0%. RXN SMILES: [CH2:1]([O:3][C:4](=[O:31])[CH2:5][N:6]1[C:14]2[CH2:13][CH2:12][CH2:11][C@@H:10]([N:15]([S:17]([C:20]3[CH:25]=[C:24]([C:26]([F:29])([F:28])[F:27])[CH:23]=[C:22](F)[CH:21]=3)(=[O:19])=[O:18])[CH3:16])[C:9]=2[CH:8]=[N:7]1)[CH3:2].[CH:32]1([SH:37])[CH2:36][CH2:35][CH2:34][CH2:33]1>>[CH2:1]([O:3][C:4](=[O:31])[CH2:5][N:6]1[C:14]2[CH2:13][CH2:12][CH2:11][C@@H:10]([N:15]([S:17]([C:20]3[CH:25]=[C:24]([C:26]([F:29])([F:28])[F:27])[CH:23]=[C:22]([S:37][CH:32]4[CH2:36][CH2:35][CH2:34][CH2:33]4)[CH:21]=3)(=[O:19])=[O:18])[CH3:16])[C:9]=2[CH:8]=[N:7]1)[CH3:2]. Procedure details: Starting with {(R)-4-[(3-fluoro-5-trifluoromethyl-benzenesulfonyl)-methyl-amino]-4,5,6,7-tetrahydro-indazol-1-yl}-acetic acid ethyl ester (1st step intermediate of example 8-1) and cyclopentanethiol using the method analogous to the method analogous to the one described for the 1st step of example 7-1, {(R)-4-[(3-Cyclopentylsulfanyl-5-trifluoromethyl-benzenesulfonyl)-methyl-amino]-4,5,6,7-tetrahydro-indazol-1-yl}-acetic acid ethyl ester (20.2 mg, 83%) was obtained. MS cald. for C24H30F3N3O4S2 54... Reactants: FC1=CC=C(CN2C(C(=C(C3=CC=CC=C23)O)C#N)=O)C=C1 (1-(4-Fluoro-benzyl)-4-hydroxy-2-oxo-1,2-dihydro-quinoline-3-carbonitrile), O=P(Cl)(Cl)Cl (POCl3). The solvent is O (water). Reaction conditions: temperature 100 celsius. Product: ClC1=C(C(N(C2=CC=CC=C12)CC1=CC=C(C=C1)F)=O)C#N (4-Chloro-1-(4-fluoro-benzyl)-2-oxo-1,2-dihydro-quinoline-3-carbonitrile). As a reaction SMILES: [F:1][C:2]1[CH:22]=[CH:21][C:5]([CH2:6][N:7]2[C:16]3[C:11](=[CH:12][CH:13]=[CH:14][CH:15]=3)[C:10](O)=[C:9]([C:18]#[N:19])[C:8]2=[O:20])=[CH:4][CH:3]=1.O=P(Cl)(Cl)[Cl:25]>O>[Cl:25][C:10]1[C:11]2[C:16](=[CH:15][CH:14]=[CH:13][CH:12]=2)[N:7]([CH2:6][C:5]2[CH:21]=[CH:22][C:2]([F:1])=[CH:3][CH:4]=2)[C:8](=[O:20])[C:9]=1[C:18]#[N:19]. Reported procedure: To 1-(4-Fluoro-benzyl)-4-hydroxy-2-oxo-1,2-dihydro-quinoline-3-carbonitrile (1 eq, 0.250 g, 0.85 mmole) was added POCl3 neat. The resulting solution was heated to 100° C. for 8 hours, Reaction mixture was added dropwise to water (20 mL) which had been heated to 80° C. then cooled to RT and extracted with ethyl acetate (25 mL×3). Combined organic phase was washed consecutively with water, brine before drying over sodium sulfate. Organic phase was evaporated and the residue was purified by flash c... The reactants are C(C)(C)(C)OC(=O)N[C@@H](CN1C(N(C(=C(C1=O)C1=C(C(=CC=C1)OC)F)C)CC1=C(C=CC=C1S(=O)(=O)C)F)=O)C1=CC=CC=C1 (3-[2(R)-tert-butoxycarbonylamino-2-phenylethyl]-5-(2-fluoro-3-methoxyphenyl)-1-[2-fluoro-6-methylsulfonylbenzyl]-6-methyl-pyrimidine-2,4(1H,3H)-dione), FC(C(=O)O)(F)F (trifluroacetic acid). The solvent is ClCCl (dichloromethane). Reaction conditions: time 4 hour. Yields the product N[C@@H](CN1C(N(C(=C(C1=O)C1=C(C(=CC=C1)OC)F)C)CC1=C(C=CC=C1S(=O)(=O)C)F)=O)C1=CC=CC=C1 (3-[2(R)-amino-2-phenylethyl]-5-(2-fluoro-3-methoxyphenyl)-1-[2-fluoro-6-methylsulfonylbenzyl]-6-methyl-pyrimidine-2,4(1H,3H)-dione). The yield is 93.3%. RXN SMILES: C(OC([NH:8][C@H:9]([C:41]1[CH:46]=[CH:45][CH:44]=[CH:43][CH:42]=1)[CH2:10][N:11]1[C:16](=[O:17])[C:15]([C:18]2[CH:23]=[CH:22][CH:21]=[C:20]([O:24][CH3:25])[C:19]=2[F:26])=[C:14]([CH3:27])[N:13]([CH2:28][C:29]2[C:34]([S:35]([CH3:38])(=[O:37])=[O:36])=[CH:33][CH:32]=[CH:31][C:30]=2[F:39])[C:12]1=[O:40])=O)(C)(C)C.FC(F)(F)C(O)=O>ClCCl>[NH2:8][C@H:9]([C:41]1[CH:42]=[CH:43][CH:44]=[CH:45][CH:46]=1)[CH2:10][N:11]1[C:16](=[O:17])[C:15]([C:18]2[CH:23]=[CH:22][CH:21]=[C:20]([O:24][CH3:25])[C:19]=2[F:26])=[C:14]([CH3:27])[N:13]([CH2:28][C:29]2[C:34]([S:35]([CH3:38])(=[O:37])=[O:36])=[CH:33][CH:32]=[CH:31][C:30]=2[F:39])[C:12]1=[O:40]. Reported procedure: To a solution of compound 6c (10 g, 15 mmol) in anhydrous dichloromethane (60 mL) was added trifluroacetic acid (TFA, 16 mL). The reaction mixture was stirred at room temperature for 4 hours. The reaction mixture was concentrated, and partitioned between ethyl acetate and diluted aqueous NaOH solution. The organic layer was washed with saturated aqueous sodium bicarbonate solution and brine, dried with sodium sulfate, filtered and concentrated to yield 6d as a tan solid (8.0 g, 14 mmol, 94%). MS... The reactants are Cl (HCl), FC1=C(C=C(C=C1)F)CCOCC(=N)NC(=O)C1=NC=CN=C1Cl (3-chloro-pyrazine-2-carboxylic acid{2-[2-(2,5-difluoro-phenyl)-ethoxy]-1-imino-ethyl}-amide), O (water), CC(C)(C)[O-].[K+] (KOtBu). Solvent: CS(=O)C (DMSO). Run at temperature 45 celsius. The product is FC1=C(C=C(C=C1)F)CCOCC1=NC2=NC=CN=C2C(N1)=O (2-[2-(2,5-Difluoro-phenyl)-ethoxymethyl]-3H-pteridin-4-one). Isolated yield 23.5%. RXN SMILES: [F:1][C:2]1[CH:7]=[CH:6][C:5]([F:8])=[CH:4][C:3]=1[CH2:9][CH2:10][O:11][CH2:12][C:13]([NH:15][C:16]([C:18]1[C:23](Cl)=[N:22][CH:21]=[CH:20][N:19]=1)=[O:17])=[NH:14].CC([O-])(C)C.[K+].O.Cl>CS(C)=O>[F:1][C:2]1[CH:7]=[CH:6][C:5]([F:8])=[CH:4][C:3]=1[CH2:9][CH2:10][O:11][CH2:12][C:13]1[NH:15][C:16](=[O:17])[C:18]2[C:23](=[N:22][CH:21]=[CH:20][N:19]=2)[N:14]=1 |f:1.2|. Procedure: Crude 3-chloro-pyrazine-2-carboxylic acid{2-[2-(2,5-difluoro-phenyl)-ethoxy]-1-imino-ethyl}-amide (190 mg) was dissolved in DMSO (1 ml). KOtBu (60 mg, 0.536 mmol) was added and the mixture was heated to 45° C. for 2.5 h. Then water was added, the pH was adjusted to 6 by addition of 0.1 N HCl and the resulting mixture was extracted three times with CH2Cl2. The combined extracts were washed with water (three times) and brine, dried (Na2SO4) and evaporated. The resulting orange brown solid was trit... Reactants: O\N=C(/C(=O)OCC)\C1=NC=CC=C1 (ethyl (2Z)-(hydroxyimino)(pyridin-2-yl)ethanoate). The reagents and catalysts are [Pd] (Palladium on carbon). The solvent is C(C)O (ethanol). Reaction conditions: time 3 hour. The product is NC(C(=O)OCC)C1=NC=CC=C1 (Ethyl amino(pyridin-2-yl)acetate). Yield: 103.9%. As a reaction SMILES: O/[N:2]=[C:3](/[C:9]1[CH:14]=[CH:13][CH:12]=[CH:11][N:10]=1)\[C:4]([O:6][CH2:7][CH3:8])=[O:5]>[Pd].C(O)C>[NH2:2][CH:3]([C:9]1[CH:14]=[CH:13][CH:12]=[CH:11][N:10]=1)[C:4]([O:6][CH2:7][CH3:8])=[O:5]. Reported procedure: 10% Palladium on carbon (100 mg) was added to a solution of ethyl (2Z)-(hydroxyimino)(pyridin-2-yl)ethanoate (592 mg, 2.67 mmol) in ethanol (20 mL). The reaction vessel was evacuated and back-filled with nitrogen (3×), then back-filled with hydrogen (1 atm). After 3 h, the mixture was filtered and concentrated to give the title compound (500 mg). MS 181.17 (M+1)